This data is from the Open Reaction Database (ORD), a public repository of structured organic reaction records. The task is: describe an organic reaction: reactants, conditions, products, and yield Starting materials: FCC(C)(C)NC1=NC2=C(C=CC=C2C(N1C)=O)I (2-((1-fluoro-2-methylpropan-2-yl)amino)-8-iodo-3-methylquinazolin-4(3H)-one), C[C@H]1NC(C2=C1NC(=C2)B2OC(C(O2)(C)C)(C)C)=O ((R)-6-methyl-2-(4,4,5,5-tetramethyl-1,3,2-dioxaborolan-2-yl)-5,6-dihydropyrrolo[3,4-b]pyrrol-4(1H)-one). Product: FCC(C)(C)NC1=NC2=C(C=CC=C2C(N1C)=O)C1=CC2=C(N1)[C@H](NC2=O)C ((R)-2-((1-fluoro-2-methylpropan-2-yl)amino)-3-methyl-8-(6-methyl-4-oxo-1,4,5,6-tetrahydropyrrolo[3,4-b]pyrrol-2-yl)quinazolin-4(3H)-one). Yield: 34.0%. As a reaction SMILES: [F:1][CH2:2][C:3]([NH:6][C:7]1[N:16]([CH3:17])[C:15](=[O:18])[C:14]2[C:9](=[C:10](I)[CH:11]=[CH:12][CH:13]=2)[N:8]=1)([CH3:5])[CH3:4].[CH3:20][C@@H:21]1[C:25]2[NH:26][C:27](B3OC(C)(C)C(C)(C)O3)=[CH:28][C:24]=2[C:23](=[O:38])[NH:22]1>>[F:1][CH2:2][C:3]([NH:6][C:7]1[N:16]([CH3:17])[C:15](=[O:18])[C:14]2[C:9](=[C:10]([C:27]3[NH:26][C:25]4[C@@H:21]([CH3:20])[NH:22][C:23](=[O:38])[C:24]=4[CH:28]=3)[CH:11]=[CH:12][CH:13]=2)[N:8]=1)([CH3:5])[CH3:4]. Procedure: This compound (77 mg, 34% yield) as a brown solid was prepared according to the procedure described for Example 448, using 24(1-fluoro-2-methylpropan-2-yl)amino)-8-iodo-3-methylquinazolin-4(3H)-one (712) (221 mg, 0.59 mmol) and (R)-6-methyl-2-(4,4,5,5-tetramethyl-1,3,2-dioxaborolan-2-yl)-5,6-dihydropyrrolo[3,4-b]pyrrol-4(1H)-one (705) (193 mg, 0.74 mmol) as the starting materials. 1H NMR (400 MHz, DMSO-d6) δ ppm 11.63 (1H, br.), 7.94 (1H, d, J=7.4 Hz), 7.80 (1H, d, J=6.8 Hz), 7.60 (1H, br.), 7.2... Starting materials: CNC (dimethylamine), C1CCOC1 (THF), NC1=CC=C(C=C1)C1=NN(C=C1C1=C2C(=NC=C1)NC(=C2)C=2C=C(C=CC2)CO)CC ((3-{4-[3-(4-aminophenyl)-1-ethyl-1H-pyrazol-4-yl]-1H-pyrrolo[2,3-b]pyridin-2-yl}phenyl)methanol), CN1CCOCC1 (NMM), C1CCOC1 (THF), p-nitrophenylchloroformate. Run at time 1 hour. The product is C(C)N1N=C(C(=C1)C1=C2C(=NC=C1)NC(=C2)C2=CC(=CC=C2)CO)C2=CC=C(C=C2)NC(N(C)C)=O (N′-[4-(1-ethyl-4-{2-[3-(hydroxymethyl)phenyl]-1H-pyrrolo[2,3-b]pyridin-4-yl}-1H-pyrazol-3-yl)phenyl]-N,N-dimethylurea). As a reaction SMILES: [NH2:1][C:2]1[CH:7]=[CH:6][C:5]([C:8]2[C:12]([C:13]3[CH:18]=[CH:17][N:16]=[C:15]4[NH:19][C:20]([C:22]5[CH:23]=[C:24]([CH2:28][OH:29])[CH:25]=[CH:26][CH:27]=5)=[CH:21][C:14]=34)=[CH:11][N:10]([CH2:30][CH3:31])[N:9]=2)=[CH:4][CH:3]=1.[CH3:32][N:33]1[CH2:38]COC[CH2:34]1.CNC.C1C[O:45]CC1>>[CH2:30]([N:10]1[CH:11]=[C:12]([C:13]2[CH:18]=[CH:17][N:16]=[C:15]3[NH:19][C:20]([C:22]4[CH:27]=[CH:26][CH:25]=[C:24]([CH2:28][OH:29])[CH:23]=4)=[CH:21][C:14]=23)[C:8]([C:5]2[CH:4]=[CH:3][C:2]([NH:1][C:38](=[O:45])[N:33]([CH3:32])[CH3:34])=[CH:7][CH:6]=2)=[N:9]1)[CH3:31]. Reported procedure: To a vigorously stirred solution of (3-{4-[3-(4-aminophenyl)-1-ethyl-1H-pyrazol-4-yl]-1H-pyrrolo[2,3-b]pyridin-2-yl}phenyl)methanol (16.13 g, 39.4 mMol) in THF (400 mL) was added NMM (4.5 mL, 40.9 mMol) followed by p-nitrophenylchloroformate (7.9 g, 39.2 mMol). (The reaction quickly became a fine suspension.) After stirring for 1 h at RT, a solution of 2.0 M dimethylamine in THF (200 mL, 400 mMol) was added. The reaction was stirred an additional 1 h at RT then concentrated to dryness under vacu... Starting materials: CC(=O)O[BH-](OC(C)=O)OC(C)=O, ClCCl, CCCC(NC(=O)Cc1cc(F)cc(F)c1)C(=O)Nc1nnc(C(C)(C)CC=O)s1, CC(C)N, CC(Cl)Cl, [Na+]. Product: CCCC(NC(=O)Cc1cc(F)cc(F)c1)C(=O)Nc1nnc(C(C)(C)CCNC(C)C)s1. Reaction SMILES: [C:35]([O:36][BH-:37]([O:38][C:39](=[O:40])[CH3:41])[O:42][C:43](=[O:44])[CH3:45])(=[O:46])[CH3:47].[CH2:53]([Cl:54])[Cl:55].[CH3:1][C:2]([CH2:3][CH:4]=[O:5])([CH3:6])[c:7]1[n:8][n:9][c:10]([NH:12][C:13]([CH:14]([CH2:15][CH2:16][CH3:17])[NH:18][C:19]([CH2:20][c:21]2[cH:22][c:23]([F:28])[cH:24][c:25]([F:27])[cH:26]2)=[O:29])=[O:30])[s:11]1.[CH3:31][CH:32]([CH3:33])[NH2:34].[Cl:49][CH:50]([Cl:51])[CH3:52].[Na+:48]>>[CH3:1][C:2]([CH2:3][CH2:4][NH:34][CH:32]([CH3:31])[CH3:33])([CH3:6])[c:7]1[n:8][n:9][c:10]([NH:12][C:13]([CH:14]([CH2:15][CH2:16][CH3:17])[NH:18][C:19]([CH2:20][c:21]2[cH:22][c:23]([F:28])[cH:24][c:25]([F:27])[cH:26]2)=[O:29])=[O:30])[s:11]1. Starting materials: O=C([O-])[O-], COC(=O)c1ccc(C)c(O)c1, CC#N, COCCCI, [K+], [K+]. Yields the product COCCCOc1cc(C(=O)OC)ccc1C. RXN SMILES: [C:13](=[O:14])([O-:15])[O-:16].[CH3:1][O:2][C:3]([c:4]1[cH:5][c:6]([OH:11])[c:7]([CH3:10])[cH:8][cH:9]1)=[O:12].[CH3:25][C:26]#[N:27].[I:19][CH2:20][CH2:21][CH2:22][O:23][CH3:24].[K+:17].[K+:18]>>[CH3:1][O:2][C:3]([c:4]1[cH:5][c:6]([O:11][CH2:20][CH2:21][CH2:22][O:23][CH3:24])[c:7]([CH3:10])[cH:8][cH:9]1)=[O:12]. Reactants: CC(C)(C)c1ccc(CN)cc1, CCO, CCOC(C)=O, CCOC(=O)c1cccnc1Cl. Yields the product CCOC(=O)c1cccnc1NCc1ccc(C(C)(C)C)cc1. As a reaction SMILES: [C:13]([CH3:14])([CH3:15])([CH3:16])[c:17]1[cH:18][cH:19][c:20]([CH2:21][NH2:22])[cH:23][cH:24]1.[CH3:25][CH2:26][OH:27].[CH3:28][CH2:29][O:30][C:31](=[O:32])[CH3:33].[Cl:1][c:2]1[n:3][cH:4][cH:5][cH:6][c:7]1[C:8](=[O:9])[O:10][CH2:11][CH3:12]>>[c:2]1([NH:22][CH2:21][c:20]2[cH:19][cH:18][c:17]([C:13]([CH3:14])([CH3:15])[CH3:16])[cH:24][cH:23]2)[n:3][cH:4][cH:5][cH:6][c:7]1[C:8](=[O:9])[O:10][CH2:11][CH3:12]. The reactants are OCC1=CC=C(C=C1)OC(N(C1=CC=CC=C1)C)=O (methyl-phenyl-carbamic acid 4-hydroxymethyl-phenyl ester), OC1=CC=NC=C1 (4-hydroxypyridine). Yields the product O=C1C=CN(C=C1)CC1=CC=C(C=C1)OC(N(C1=CC=CC=C1)C)=O (Methyl-phenyl-carbamic acid 4-(4-oxo-4H-pyridin-1-ylmethyl)-phenyl ester). Isolated yield 33.0%. Reaction SMILES: O[CH2:2][C:3]1[CH:8]=[CH:7][C:6]([O:9][C:10](=[O:19])[N:11]([CH3:18])[C:12]2[CH:17]=[CH:16][CH:15]=[CH:14][CH:13]=2)=[CH:5][CH:4]=1.[OH:20][C:21]1[CH:26]=[CH:25][N:24]=[CH:23][CH:22]=1>>[O:20]=[C:21]1[CH:26]=[CH:25][N:24]([CH2:2][C:3]2[CH:8]=[CH:7][C:6]([O:9][C:10](=[O:19])[N:11]([CH3:18])[C:12]3[CH:17]=[CH:16][CH:15]=[CH:14][CH:13]=3)=[CH:5][CH:4]=2)[CH:23]=[CH:22]1. Procedure details: The title compound was prepared in 33% yield as colorless crystals using methyl-phenyl-carbamic acid 4-hydroxymethyl-phenyl ester and 4-hydroxypyridine. 1H NMR (400 MHz; CDCl3): δ 3.43 (br s, 3H), 4.92 (s, 2H), 6.43 (d, 2H), 7.17 (br s, 4H), 7.22-7.42 (m, 9H); HPLC-MS: m/z=335.0 (M+1); Rt=2.55 min. Starting materials: O1COC2=C1C=CC(=C2)NC=2C1=C(N=CN2)NC(=C1)C1=CC=C(C=C1)CO ({4-[4-(benzo[1,3]dioxol-5-ylamino)-7H-pyrrolo[2,3-d]pyrimidin-6-yl]-phenyl}-methanol), S(=O)(Cl)Cl (thionylchloride). Run in O1CCOCC1.C(C)#N (dioxane acetonitrile), C(C)(=O)OCC (ethyl acetate), C(=O)(O)[O-].[Na+] (NaHCO3). Reaction conditions: time 16 hour. Yields the product O1COC2=C1C=CC(=C2)NC=2C1=C(N=CN2)NC(=C1)C1=CC=C(C=C1)CCl (Benzo[1,3]dioxol-5-yl-[6-(4-chloromethyl-phenyl)-7H-pyrrolo[2,3-d]pyrimidin-4-yl]-amine). RXN SMILES: [O:1]1[C:5]2[CH:6]=[CH:7][C:8]([NH:10][C:11]3[C:12]4[CH:19]=[C:18]([C:20]5[CH:25]=[CH:24][C:23]([CH2:26]O)=[CH:22][CH:21]=5)[NH:17][C:13]=4[N:14]=[CH:15][N:16]=3)=[CH:9][C:4]=2[O:3][CH2:2]1.S(Cl)([Cl:30])=O>O1CCOCC1.C(#N)C.C(OCC)(=O)C.C([O-])(O)=O.[Na+]>[O:1]1[C:5]2[CH:6]=[CH:7][C:8]([NH:10][C:11]3[C:12]4[CH:19]=[C:18]([C:20]5[CH:25]=[CH:24][C:23]([CH2:26][Cl:30])=[CH:22][CH:21]=5)[NH:17][C:13]=4[N:14]=[CH:15][N:16]=3)=[CH:9][C:4]=2[O:3][CH2:2]1 |f:2.3,5.6|. Procedure: To a suspension of 1.83 g of {4-[4-(benzo[1,3]dioxol-5-ylamino)-7H-pyrrolo[2,3-d]pyrimidin-6-yl]-phenyl}-methanol in 56 ml of dioxane/acetonitrile 1:1 under N2-atmosphere, 3.1 ml of thionylchloride are added. After 16 h stirring, the suspension is diluted with ethyl acetate and NaHCO3-solution. The aqueous layer is separated off and extracted twice with ethyl acetate. The organic phases are washed with water and brine, dried (MgSO4) and concentrated to yield the title compound; MS-ES+: (M+H)+=37... Reactants: C(C1=CC=CC=C1)OC=1C(=NC=CC1)C=CC1=CC=C(C(=O)OC)C=C1 (Methyl 4-[2-(3-benzyloxy-2-pyridyl)ethenyl]benzoate). Solvent: CCOC(=O)C (EtOAc), CCO (EtOH). Run at time 18 hour. The product is OC=1C(=NC=CC1)CCC1=CC=C(C(=O)OC)C=C1 (methyl 4-[2-(3-hydroxy-2-pyridyl)ethyl]benzoate). The yield is 87.3%. Reaction SMILES: C([O:8][C:9]1[C:10]([CH:15]=[CH:16][C:17]2[CH:26]=[CH:25][C:20]([C:21]([O:23][CH3:24])=[O:22])=[CH:19][CH:18]=2)=[N:11][CH:12]=[CH:13][CH:14]=1)C1C=CC=CC=1>CCOC(C)=O.CCO>[OH:8][C:9]1[C:10]([CH2:15][CH2:16][C:17]2[CH:26]=[CH:25][C:20]([C:21]([O:23][CH3:24])=[O:22])=[CH:19][CH:18]=2)=[N:11][CH:12]=[CH:13][CH:14]=1. Procedure details: Methyl 4-[2-(3-benzyloxy-2-pyridyl)ethenyl]benzoate (2.0 g, 5.8 nnol) was partially dissolved in EtOAc (20 ml) and EtOH (10 ml). The reaction vessel was flushed with argon, palladium-on-carbon (0.2 g, 10%) was added and the reaction was flushed with argon followed by hydrogen. The reaction was stirred at ambient temperature for 18 hours, filtered and evaporated to give methyl 4-[2-(3-hydroxy-2-pyridyl)ethyl]benzoate as a pale orange solid (1.3 g, 90%) which was used without further purification.